Dataset: the Open Reaction Database (ORD), a public repository of structured organic reaction records. Task: describe an organic reaction: reactants, conditions, products, and yield The reactants are C(C1=CC=CC=C1)OC(C(CC(C)C)NC(CC1=CC=C(C=C1)NC(=O)NC1=C(C=CC=C1)C)=O)=O (4-methyl-2-{2-[4-(3-o-tolyl-ureido)-phenyl]-acetylamino}-pentanoic acid benzyl ester), C1CCOC1 (THF). The reagents and catalysts are [OH-].[OH-].[Pd+2] (palladium hydroxide on carbon). Solvent: CO (MeOH). Yields the product CC(C(=O)O)(CCC)NC(CC1=CC=C(C=C1)NC(=O)NC1=C(C=CC=C1)C)=O (Methyl-2-{2-[4-(3-o-tolyl-ureido)-phenyl]-acetylamino}-pentanoic acid). RXN SMILES: C([O:8][C:9](=[O:36])[CH:10]([NH:15][C:16](=[O:35])[CH2:17][C:18]1[CH:23]=[CH:22][C:21]([NH:24][C:25]([NH:27][C:28]2[CH:33]=[CH:32][CH:31]=[CH:30][C:29]=2[CH3:34])=[O:26])=[CH:20][CH:19]=1)[CH2:11]C(C)C)C1C=CC=CC=1.[CH2:37]1[CH2:41]OC[CH2:38]1>CO.[OH-].[OH-].[Pd+2]>[CH3:11][C:10]([NH:15][C:16](=[O:35])[CH2:17][C:18]1[CH:23]=[CH:22][C:21]([NH:24][C:25]([NH:27][C:28]2[CH:33]=[CH:32][CH:31]=[CH:30][C:29]=2[CH3:34])=[O:26])=[CH:20][CH:19]=1)([CH2:38][CH2:37][CH3:41])[C:9]([OH:8])=[O:36] |f:3.4.5|. Reported procedure: A mixture of 4-methyl-2-{2-[4-(3-o-tolyl-ureido)-phenyl]-acetylamino}-pentanoic acid benzyl ester (4.0 g) and palladium hydroxide on carbon (1.0 g) in 200 ml of MeOH and 200 ml of THF was shaken on a Parr apparatus under 30 p.s.i. of H2. After 2 h the mixture was filtered through celite and the filtrate was concentrated under reduced pressure to give 3.6 g of the title compound as a white solid. MS [M+1]+398.3; 1H nmr (400 MHz, DMSO-d6) δ0.79 (d, J=6.4 Hz, 3H), 0.86 (d, J=6.4 Hz, 3H), 1.44-1.63 ... The reactants are CCCCCC.C(C)(=O)OCC (n-hexane ethyl acetate), ClC1=C(C=CC2=CC=CC=C12)O (1-chloronaphthalen-2-ol), ClC1=C(C=CC2=CC=CC=C12)O (1-chloronaphthalen-2-ol), C(=O)([O-])[O-].[K+].[K+] (K2CO3), BrCCNC(OC(C)(C)C)=O (tert-butyl (2-bromoethyl)carbamate). The solvent is CC(=O)C (acetone). The product is ClC1=C(C=CC2=CC=CC=C12)OCCNC(OC(C)(C)C)=O (tert-butyl {2-[(1-chloronaphthalen-2-yl)oxy]ethyl}carbamate). Yield: 77.0%. As a reaction SMILES: [Cl:1][C:2]1[C:11]2[C:6](=[CH:7][CH:8]=[CH:9][CH:10]=2)[CH:5]=[CH:4][C:3]=1[OH:12].C([O-])([O-])=O.[K+].[K+].Br[CH2:20][CH2:21][NH:22][C:23](=[O:29])[O:24][C:25]([CH3:28])([CH3:27])[CH3:26].CCCCCC.C(OCC)(=O)C>CC(C)=O>[Cl:1][C:2]1[C:11]2[C:6](=[CH:7][CH:8]=[CH:9][CH:10]=2)[CH:5]=[CH:4][C:3]=1[O:12][CH2:20][CH2:21][NH:22][C:23](=[O:29])[O:24][C:25]([CH3:28])([CH3:27])[CH3:26] |f:1.2.3,5.6|. Reported procedure: To a solution of 1-chloronaphthalen-2-ol (1.68 mmol) and K2CO3 (3.36 mmol) in acetone was added tert-butyl (2-bromoethyl)carbamate (1.85 mmol). The resulting mixture was heated at reflux overnight. After TLC control (n-hexane/ethyl acetate 7:3) showed the disappearance of 1-chloronaphthalen-2-ol, solvent was evaporated in vacuo and the residue was dissolved in 15 mL of ethyl acetate and washed with water (3×5 mL), brine (10 mL) and dried over Na2SO4. The evaporation of solvent afforded tert-buty...